This data is from the Open Reaction Database (ORD), a public repository of structured organic reaction records. The task is: describe an organic reaction: reactants, conditions, products, and yield Starting materials: C(CC)(=O)CC(=O)OCC (ethyl propionylacetate), C(CC(=O)C)(=O)OCC (ethyl acetoacetate). The product is OC(CC(=O)OCC)CC (Ethyl 3-hydroxyvalerate). Isolated yield 50.0%. As a reaction SMILES: [C:1]([CH2:5][C:6]([O:8][CH2:9][CH3:10])=[O:7])(=[O:4])[CH2:2][CH3:3].C(OCC)(=O)CC(C)=O>>[OH:4][CH:1]([CH2:2][CH3:3])[CH2:5][C:6]([O:8][CH2:9][CH3:10])=[O:7]. Procedure details: Ethyl 3-hydroxyvalerate was prepared following the procedure as described in step 1) of Preparation Example 2, except for that ethyl propionylacetate was used to replace for ethyl acetoacetate. Yield 50%. Reactants: [N+](=O)([O-])C1=CC=C(C=C1)CC(=O)NCCN1CCN(CC1)C1=CC=CC=C1 (2-(4-Nitro-phenyl)-N-[2-(4-phenyl-piperazin-1-yl)-ethyl]-acetamide), [BH4-].[Na+] (NaBH4), CO (methanol). The solvent is C1CCOC1 (THF), C1CCOC1 (THF). Reaction conditions: time 1 hour. The product is [N+](=O)([O-])C1=CC=C(C=C1)CCNCCN1CCN(CC1)C1=CC=CC=C1 ([2-(4-nitro-phenyl)-ethyl]-[2-(4-phenyl-piperazin-1-yl)-ethyl]-amine). Yield: 73.0%. Reaction SMILES: [BH4-].[Na+].[N+:3]([C:6]1[CH:11]=[CH:10][C:9]([CH2:12][C:13]([NH:15][CH2:16][CH2:17][N:18]2[CH2:23][CH2:22][N:21]([C:24]3[CH:29]=[CH:28][CH:27]=[CH:26][CH:25]=3)[CH2:20][CH2:19]2)=O)=[CH:8][CH:7]=1)([O-:5])=[O:4].CO>C1COCC1>[N+:3]([C:6]1[CH:11]=[CH:10][C:9]([CH2:12][CH2:13][NH:15][CH2:16][CH2:17][N:18]2[CH2:19][CH2:20][N:21]([C:24]3[CH:25]=[CH:26][CH:27]=[CH:28][CH:29]=3)[CH2:22][CH2:23]2)=[CH:8][CH:7]=1)([O-:5])=[O:4] |f:0.1|. Procedure details: To a stirred solution of NaBH4 (0.449 g, 11.81 mmol) in 50 mL of dry THF at 0° C. under N2 was added dropwise 48% w/w BF3 ether complex (1.47 mL, 11.68 mmol). The cooling bath was removed and the solution was stirred for 1 h at room temperature. Into the above was added dropwise a solution of 2-(4-nitro-phenyl)-N-[2-(4-phenyl-piperazin-1-yl)-ethyl]-acetamide 26a (0.55 g, 1.49 mmol) dissolved in THF (5 mL). The reaction mixture was refluxed for 6 h. After the solution cooled to room temperature, ... Starting materials: OC1(CCN(CC1)CCCCN1C=NC2=C1C=CC=C2)C2=CC=CC=C2 (1-[4-(4-hydroxy-4-phenyl-1-piperidyl)butyl]-1H-benzimidazole), Cl (HCl). The solvent is C(C)O (ethanol). The product is C1(=CC=CC=C1)C=1CCN(CC1)CCCCN1C=NC2=C1C=CC=C2 (1-[4-(4-phenyl-1,2,3,6-tetrahydro-1-pyridyl)butyl]-1H-benzimidazole). Yield: 72.0%. As a reaction SMILES: O[C:2]1([C:21]2[CH:26]=[CH:25][CH:24]=[CH:23][CH:22]=2)[CH2:7][CH2:6][N:5]([CH2:8][CH2:9][CH2:10][CH2:11][N:12]2[C:16]3[CH:17]=[CH:18][CH:19]=[CH:20][C:15]=3[N:14]=[CH:13]2)[CH2:4][CH2:3]1.Cl>C(O)C>[C:21]1([C:2]2[CH2:7][CH2:6][N:5]([CH2:8][CH2:9][CH2:10][CH2:11][N:12]3[C:16]4[CH:17]=[CH:18][CH:19]=[CH:20][C:15]=4[N:14]=[CH:13]3)[CH2:4][CH:3]=2)[CH:26]=[CH:25][CH:24]=[CH:23][CH:22]=1. Reported procedure: A solution of 13.4 g (38.2 mmol) of 1-[4-(4-hydroxy-4-phenyl-1-piperidyl)butyl]-1H-benzimidazole, 150 ml of concentrated HCl and 75 ml of ethanol is heated at reflux for 6 hours. The ethanol is then evaporated and the aqueous solution is cooled, basified with dilute NaOH and extracted with chloroform. The organic phase is dried with anhydrous sodium sulfate and evaporated at reduced pressure, a crude product being obtained which is purified by chromatography on silica gel. 9.1 g (27.5 mmol) of 1... Starting materials: FC1=CC=C2CCCC(C2=C1)C(=O)O (7-fluoro-1,2,3,4-tetrahydronaphthalene-1-carboxylic acid), C(C)N1N=CC(=C1)CNC1=CC=C(C=C1)C(C)C ([(1-ethylpyrazol-4-yl)methyl](4-isopropylphenyl)amine). Yields the product C(C)N1N=CC(=C1)CN(C(=O)C1CCCC2=CC=C(C=C12)F)C1=CC=C(C=C1)C(C)C (N-[(1-ethylpyrazol-4-yl)methyl]-7-fluoro-N-(4-isopropylphenyl)-1,2,3,4-tetrahydronaphthalene-1-carboxamide). Isolated yield 37.5%. RXN SMILES: [F:1][C:2]1[CH:11]=[C:10]2[C:5]([CH2:6][CH2:7][CH2:8][CH:9]2[C:12]([OH:14])=O)=[CH:4][CH:3]=1.[CH2:15]([N:17]1[CH:21]=[C:20]([CH2:22][NH:23][C:24]2[CH:29]=[CH:28][C:27]([CH:30]([CH3:32])[CH3:31])=[CH:26][CH:25]=2)[CH:19]=[N:18]1)[CH3:16]>>[CH2:15]([N:17]1[CH:21]=[C:20]([CH2:22][N:23]([C:24]2[CH:25]=[CH:26][C:27]([CH:30]([CH3:31])[CH3:32])=[CH:28][CH:29]=2)[C:12]([CH:9]2[C:10]3[C:5](=[CH:4][CH:3]=[C:2]([F:1])[CH:11]=3)[CH2:6][CH2:7][CH2:8]2)=[O:14])[CH:19]=[N:18]1)[CH3:16]. Reported procedure: By the reaction and treatment in the same manner as in Example 12 using 7-fluoro-1,2,3,4-tetrahydronaphthalene-1-carboxylic acid (0.41 g) and [(1-ethylpyrazol-4-yl)methyl](4-isopropylphenyl)amine (0.51 g) as starting materials, N-[(1-ethylpyrazol-4-yl)methyl]-7-fluoro-N-(4-isopropylphenyl)-1,2,3,4-tetrahydronaphthalene-1-carboxamide (0.33 g) was obtained. Starting materials: COC(=O)N1CC[C@@H]2[C@](CCC[C@H]12)(C#CC=1C=C(C=CC1)C)O ((3aS,4R,7aS)-4-hydroxy-4-m-tolylethynyl-octahydro-indole-1-carboxylic acid methyl ester), C(CCCCCCCCCC)(=O)O (undecanoic acid). Product: COC(=O)N1CC[C@H]2[C@](CCC[C@@H]12)(OC(CCCCCCCCCC)=O)C#CC=1C=C(C=CC1)C ((3aR,4S,7aR)-4-m-tolylethynyl-4-undecanoyloxy-octahydro-indole-1-carboxylic acid methyl ester). As a reaction SMILES: [CH3:1][O:2][C:3]([N:5]1[C@@H:13]2[C@@H:8]([C@@:9]([OH:23])([C:14]#[C:15][C:16]3[CH:17]=[C:18]([CH3:22])[CH:19]=[CH:20][CH:21]=3)[CH2:10][CH2:11][CH2:12]2)[CH2:7][CH2:6]1)=[O:4].[C:24](O)(=[O:35])[CH2:25][CH2:26][CH2:27][CH2:28][CH2:29][CH2:30][CH2:31][CH2:32][CH2:33][CH3:34]>>[CH3:1][O:2][C:3]([N:5]1[C@H:13]2[C@H:8]([C@@:9]([C:14]#[C:15][C:16]3[CH:17]=[C:18]([CH3:22])[CH:19]=[CH:20][CH:21]=3)([O:23][C:24](=[O:35])[CH2:25][CH2:26][CH2:27][CH2:28][CH2:29][CH2:30][CH2:31][CH2:32][CH2:33][CH3:34])[CH2:10][CH2:11][CH2:12]2)[CH2:7][CH2:6]1)=[O:4]. Reported procedure: Synthesis in analogy to the General Method 1 starting from (3aS,4R,7aS)-4-hydroxy-4-m-tolylethynyl-octahydro-indole-1-carboxylic acid methyl ester and undecanoic acid to yield (3aR,4S,7aR)-4-m-tolylethynyl-4-undecanoyloxy-octahydro-indole-1-carboxylic acid methyl ester. MS [M+H]=296 (ester elimination ion); RT=1.77 min; UPLC Method I The reactants are Oc1nc(-c2ccc(Cl)cc2Cl)c(Br)c2ncc(Br)n12, O=C([O-])O, CC[N+](CC)(CC)Cc1ccccc1, CCOC(C)=O, [Cl-], [Na+], O=P(Cl)(Cl)Cl. The product is Clc1ccc(-c2nc(Cl)n3c(Br)cnc3c2Br)c(Cl)c1. As a reaction SMILES: [Br:1][c:2]1[cH:3][n:4][c:5]2[n:6]1[c:7]([OH:20])[n:8][c:9](-[c:12]1[c:13]([Cl:19])[cH:14][c:15]([Cl:18])[cH:16][cH:17]1)[c:10]2[Br:11].[C:26](=[O:27])([OH:28])[O-:29].[CH2:32]([N+:33]([CH2:34][CH3:35])([CH2:36][CH3:37])[CH2:38][CH3:39])[c:40]1[cH:41][cH:42][cH:43][cH:44][cH:45]1.[CH3:46][CH2:47][O:48][C:49](=[O:50])[CH3:51].[Cl-:31].[Na+:30].[P:21]([Cl:22])([Cl:23])([Cl:24])=[O:25]>>[Br:1][c:2]1[cH:3][n:4][c:5]2[n:6]1[c:7]([Cl:23])[n:8][c:9](-[c:12]1[c:13]([Cl:19])[cH:14][c:15]([Cl:18])[cH:16][cH:17]1)[c:10]2[Br:11].